The task is: describe an organic reaction: reactants, conditions, products, and yield. This data is from the Open Reaction Database (ORD), a public repository of structured organic reaction records. Starting materials: ClC(Cl)Cl, Cl, [NH4+], [OH-], O, COc1ccc2c(c1)C13CCCCC1(O)C(C2)NCC3, c1ccncc1. Yields the product Oc1ccc2c(c1)C13CCCCC1(O)C(C2)NCC3. RXN SMILES: [Cl:31][CH:32]([Cl:33])[Cl:34].[ClH:21].[NH4+:30].[OH-:29].[OH2:28].[OH:1][C:2]12[CH2:3][CH2:4][CH2:5][CH2:6][C:7]13[c:8]1[cH:9][c:10]([O:19][CH3:20])[cH:11][cH:12][c:13]1[CH2:14][CH:15]2[NH:16][CH2:17][CH2:18]3.[n:22]1[cH:23][cH:24][cH:25][cH:26][cH:27]1>>[OH:1][C:2]12[CH2:3][CH2:4][CH2:5][CH2:6][C:7]13[c:8]1[cH:9][c:10]([OH:19])[cH:11][cH:12][c:13]1[CH2:14][CH:15]2[NH:16][CH2:17][CH2:18]3. The product is C(C1=CC=CC=C1)(=O)O[C@H]1[C@@H](O[C@@H]([C@H]1OC(C1=CC=CC=C1)=O)C(=O)NCC)N1C2=NC(=NC(=C2N=C1)NCC1C2=CC=CC=C2C=2C=CC=CC12)I ((2R,3R,4S,5S)-4-(Benzoyloxy)-5-[(ethylamino)carbonyl]-2-{6-[(9H-fluoren-9-ylmethyl)amino]-2-iodo-9H-purin-9-yl}tetrahydro-3-furanyl benzoate). Reaction SMILES: [C:1]([O:9][C@@H:10]1[C@H:14]([O:15][C:16](=[O:23])[C:17]2[CH:22]=[CH:21][CH:20]=[CH:19][CH:18]=2)[C@@H:13]([C:24]([NH:26][CH2:27][CH3:28])=[O:25])[O:12][C@H:11]1[N:29]1[CH:37]=[N:36][C:35]2[C:30]1=[N:31][C:32]([I:39])=[N:33][C:34]=2Cl)(=[O:8])[C:2]1[CH:7]=[CH:6][CH:5]=[CH:4][CH:3]=1.[CH:40]1[C:52]2[CH:51]([CH2:53][NH2:54])[C:50]3[C:45](=[CH:46][CH:47]=[CH:48][CH:49]=3)[C:44]=2[CH:43]=[CH:42][CH:41]=1>>[C:1]([O:9][C@@H:10]1[C@H:14]([O:15][C:16](=[O:23])[C:17]2[CH:22]=[CH:21][CH:20]=[CH:19][CH:18]=2)[C@@H:13]([C:24]([NH:26][CH2:27][CH3:28])=[O:25])[O:12][C@H:11]1[N:29]1[CH:37]=[N:36][C:35]2[C:30]1=[N:31][C:32]([I:39])=[N:33][C:34]=2[NH:54][CH2:53][CH:51]1[C:52]2[CH:40]=[CH:41][CH:42]=[CH:43][C:44]=2[C:45]2[C:50]1=[CH:49][CH:48]=[CH:47][CH:46]=2)(=[O:8])[C:2]1[CH:7]=[CH:6][CH:5]=[CH:4][CH:3]=1. Procedure details: Prepared from ((2R,3R,4S,5S)-4-(benzoyloxy)-2-(6-chloro-2-iodo-9H-purin-9-yi)-5-[(ethylamino)carbonyl]-tetrahydro-3-furanyl benzoate (Preparation 19) and 9H-fluoren-9-ylmethylamine by the same method as Preparation 20. The title compound was obtained as a yellow foam. The reactants are C(C1=CC=CC=C1)(=O)O[C@H]1[C@@H](O[C@@H]([C@H]1OC(C1=CC=CC=C1)=O)C(=O)NCC)N1C2=NC(=NC(=C2N=C1)Cl)I ((2R,3R,4S,5S)-4-(benzoyloxy)-2-(6-chloro-2-iodo-9H-purin-9-yi)-5-[(ethylamino)carbonyl]-tetrahydro-3-furanyl benzoate), C1=CC=CC=2C3=CC=CC=C3C(C12)CN (9H-fluoren-9-ylmethylamine).